This data is from the Open Reaction Database (ORD), a public repository of structured organic reaction records. The task is: describe an organic reaction: reactants, conditions, products, and yield The yield is 95.8%. Procedure details: A solution of (6S)-(7,8-dihydro-6H-5-oxa-1-aza-phenanthren-6-yl)-methanol (0.14 g, 0.65 mmole) and p-toluenesulfonyl chloride (0.25 g, 1.3 mmole) in anhydrous pyridine (50 mL) was allowed to stir for 24 hours and then the solvent was removed in vacuum. The residue was dissolved in ethyl acetate (50 mL) and washed with water (3×30 mL). The organic layer was dried over sodium sulfate and filtered, and the solvent was removed under vacuum. Column chromatography on silica gel (50% methylene chloride... Reaction conditions: time 24 hour. Run in N1=CC=CC=C1 (pyridine). RXN SMILES: [N:1]1[C:14]2[C:5](=[C:6]3[C:11](=[CH:12][CH:13]=2)[CH2:10][CH2:9][C@@H:8]([CH2:15][OH:16])[O:7]3)[CH:4]=[CH:3][CH:2]=1.[C:17]1([CH3:27])[CH:22]=[CH:21][C:20]([S:23](Cl)(=[O:25])=[O:24])=[CH:19][CH:18]=1>N1C=CC=CC=1>[N:1]1[C:14]2[C:5](=[C:6]3[C:11](=[CH:12][CH:13]=2)[CH2:10][CH2:9][C@@H:8]([CH2:15][O:16][S:23]([C:20]2[CH:21]=[CH:22][C:17]([CH3:27])=[CH:18][CH:19]=2)(=[O:25])=[O:24])[O:7]3)[CH:4]=[CH:3][CH:2]=1. The reactants are N1=CC=CC2=C3O[C@@H](CCC3=CC=C12)CO ((6S)-(7,8-dihydro-6H-5-oxa-1-aza-phenanthren-6-yl)-methanol), C1(=CC=C(C=C1)S(=O)(=O)Cl)C (p-toluenesulfonyl chloride). Yields the product N1=CC=CC2=C3O[C@@H](CCC3=CC=C12)COS(=O)(=O)C1=CC=C(C=C1)C ((6S)-Toluene4-sulfonic Acid 7,8-dihydro-6H-5-oxa-1-aza-phenanthren-6-ylmethyl ester). Starting materials: ClC1=CC(=CN(C1=O)C)NC(C=1C=NN(C1C(=O)O)C(C)C)C1=CC=C(C=C1)Cl (4-(((5-chloro-1-methyl-6-oxo-1,6-dihydropyridin-3-yl)amino)(4-chlorophenyl)methyl)-1-isopropyl-1H-pyrazole-5-carboxylic acid). Run in CCOC(=O)C (EtOAc). Product: ClC1=CC(=CN(C1=O)C)N1C(C=2N(N=CC2C1C1=CC=C(C=C1)Cl)C(C)C)=O (5-(5-chloro-1-methyl-6-oxo-1,6-dihydropyridin-3-yl)-4-(4-chlorophenyl)-1-isopropyl-4,5-dihydropyrrolo[3,4-c]pyrazol-6(1H)-one). Reaction SMILES: [Cl:1][C:2]1[C:7](=[O:8])[N:6]([CH3:9])[CH:5]=[C:4]([NH:10][CH:11]([C:23]2[CH:28]=[CH:27][C:26]([Cl:29])=[CH:25][CH:24]=2)[C:12]2[CH:13]=[N:14][N:15]([CH:20]([CH3:22])[CH3:21])[C:16]=2[C:17](O)=[O:18])[CH:3]=1>CCOC(C)=O>[Cl:1][C:2]1[C:7](=[O:8])[N:6]([CH3:9])[CH:5]=[C:4]([N:10]2[CH:11]([C:23]3[CH:24]=[CH:25][C:26]([Cl:29])=[CH:27][CH:28]=3)[C:12]3[CH:13]=[N:14][N:15]([CH:20]([CH3:21])[CH3:22])[C:16]=3[C:17]2=[O:18])[CH:3]=1. Procedure details: The title compound was prepared in analogy to the procedure described in Example 1 using 4-(((5-chloro-1-methyl-6-oxo-1,6-dihydropyridin-3-yl)amino)(4-chlorophenyl)methyl)-1-isopropyl-1H-pyrazole-5-carboxylic acid (Step 38.2). tR: 4.55 min (HPLC 1); tR: 1.02 min (LC-MS 2); ESI-MS: 417 [M+H]+ (LC-MS 2); Rf=0.41 (EtOAc); 1H NMR (400 MHz, DMSO-d6) δ ppm 1.47-1.55 (m, 6H) 3.43 (s, 3H) 4.75-4.86 (m, 1H) 6.13 (s, 1H) 7.21-7.28 (m, 2H) 7.34-7.40 (m, 2H) 7.42 (s, 1H) 7.89 (d, J=2.7 Hz, 1H) 7.94 (d, J=2....